This data is from the Open Reaction Database (ORD), a public repository of structured organic reaction records. The task is: describe an organic reaction: reactants, conditions, products, and yield The solvent is Cl.C(C)(=O)OCC (hydrochloric acid ethyl acetate). RXN SMILES: [F:1][C:2]1[CH:16]=[CH:15][CH:14]=[C:13]([CH2:17][CH:18]=[CH:19][C:20]2[CH:25]=[CH:24][CH:23]=[CH:22][CH:21]=2)[C:3]=1[CH2:4][NH:5]C(=O)OC(C)(C)C.C(=O)(O)[O-].[Na+]>Cl.C(OCC)(=O)C>[F:1][C:2]1[CH:16]=[CH:15][CH:14]=[C:13]([CH2:17][CH:18]=[CH:19][C:20]2[CH:25]=[CH:24][CH:23]=[CH:22][CH:21]=2)[C:3]=1[CH2:4][NH2:5] |f:1.2,3.4|. Starting materials: FC1=C(CNC(OC(C)(C)C)=O)C(=CC=C1)CC=CC1=CC=CC=C1 (t-butyl N-(2-fluoro-6-cinnamylbenzyl)carbamate), C([O-])(O)=O.[Na+] (sodium bicarbonate). The product is FC1=C(CN)C(=CC=C1)CC=CC1=CC=CC=C1 (2-fluoro-6-cinnamylbenzylamine). Procedure details: 34 mg of t-butyl N-(2-fluoro-6-cinnamylbenzyl)carbamate was dissolved in a 4N hydrochloric acid/ethyl acetate solution, followed by stirring at room temperature for 1 hour. After completion of the reaction, to the reaction liquid was added an aqueous sodium bicarbonate solution, followed by extraction with ethyl acetate, and the organic layer was then washed with an aqueous sodium bicarbonate solution and saturated brine, dried over anhydrous sodium sulfate and then concentrated under reduced pr... Conditions: time 1 hour. The reactants are CN(C)C=O, NC(=O)c1ccc2c(=O)c3ccccc3sc2c1. Product: N#Cc1ccc2c(=O)c3ccccc3sc2c1. Reaction SMILES: [CH3:19][N:20]([CH3:21])[CH:22]=[O:23].[cH:1]1[cH:2][c:3]([C:16](=[O:17])[NH2:18])[cH:4][c:5]2[s:6][c:7]3[cH:8][cH:9][cH:10][cH:11][c:12]3[c:13](=[O:15])[c:14]12>>[cH:1]1[cH:2][c:3]([C:16]#[N:18])[cH:4][c:5]2[s:6][c:7]3[cH:8][cH:9][cH:10][cH:11][c:12]3[c:13](=[O:15])[c:14]12. Starting materials: C1CCOC1, CC(C)=CCB1C2CCCC1CCC2, O=C1c2ccccc2C(=O)N1CCc1c[nH]c2ccccc12. Yields the product C=CC(C)(C)c1[nH]c2ccccc2c1CCN1C(=O)c2ccccc2C1=O. As a reaction SMILES: [CH2:37]1[O:38][CH2:39][CH2:40][CH2:41]1.[CH3:23][C:24](=[CH:25][CH2:26][B:27]1[CH:28]2[CH2:29][CH2:30][CH2:31][CH:32]1[CH2:33][CH2:34][CH2:35]2)[CH3:36].[nH:1]1[cH:2][c:3]([CH2:10][CH2:11][N:12]2[C:13](=[O:22])[c:14]3[cH:15][cH:16][cH:17][cH:18][c:19]3[C:20]2=[O:21])[c:4]2[cH:5][cH:6][cH:7][cH:8][c:9]12>>[nH:1]1[c:2]([C:24]([CH3:23])([CH:25]=[CH2:26])[CH3:36])[c:3]([CH2:10][CH2:11][N:12]2[C:13](=[O:22])[c:14]3[cH:15][cH:16][cH:17][cH:18][c:19]3[C:20]2=[O:21])[c:4]2[cH:5][cH:6][cH:7][cH:8][c:9]12. Starting materials: C(#N)CNC(=O)[C@H]1[C@H](CCCC1)NC(OC(C)(C)C)=O (tert-butyl (1S,2R)-2-{[(cyanomethyl)amino]carbonyl}cyclohexylcarbamate). Run in C(=O)O (formic acid). Conditions: time 5 hour. Yields the product N[C@@H]1[C@@H](CCCC1)C(=O)NCC#N ((1R,2S)-2-amino-N-(cyanomethyl)cyclohexanecarboxamide). Yield: 59.2%. As a reaction SMILES: [C:1]([CH2:3][NH:4][C:5]([C@@H:7]1[CH2:12][CH2:11][CH2:10][CH2:9][C@@H:8]1[NH:13]C(=O)OC(C)(C)C)=[O:6])#[N:2]>C(O)=O>[NH2:13][C@H:8]1[CH2:9][CH2:10][CH2:11][CH2:12][C@H:7]1[C:5]([NH:4][CH2:3][C:1]#[N:2])=[O:6]. Procedure details: The nitrile compound of step 3 (5.82 g, 20.68 mmol) was dissolved in 69 mL (0.3M) of formic acid and stirred at room temperature for 5 h to completion. The formic acid was evaporated and the residue partitioned between ethyl acetate and 1 N sodium hydroxide, repeating the extraction three times with fresh ethyl acetate. The organic layers were combined, dried over magnesium sulfate and concentrated to give 2.22 g of the crude (1R,2S)-2-amino-N-(cyanomethyl)cyclohexanecarboxamide. The reactants are FC=1C=C(C=CC1CCS(=O)(=O)C)NC(OC1=CC=CC=C1)=O (phenyl 3-fluoro-4-(2-(methylsulfonyl)ethyl)phenylcarbamate), ClC=1C=C(C=CC1)N1N=C(C=C1CN)C1CC1 ((1-(3-chlorophenyl)-3-cyclopropyl-1H-pyrazol-5-yl)methanamine), C(C)N(C(C)C)C(C)C (N-ethyldiisopropylamine). Solvent: C1CCOC1 (THF). Conditions: temperature 150 celsius, time 1 hour. The product is ClC=1C=C(C=CC1)N1N=C(C=C1CNC(=O)NC1=CC(=C(C=C1)CCS(=O)(=O)C)F)C1CC1 (1-[[2-(3-chlorophenyl)-5-cyclopropyl-2H-pyrazol-3-yl]-methyl]-3-[3-fluoro-4-(2-methylsulfonyl-ethyl)-phenyl]-urea). The yield is 22.9%. RXN SMILES: [F:1][C:2]1[CH:3]=[C:4]([NH:14][C:15](=[O:23])OC2C=CC=CC=2)[CH:5]=[CH:6][C:7]=1[CH2:8][CH2:9][S:10]([CH3:13])(=[O:12])=[O:11].[Cl:24][C:25]1[CH:26]=[C:27]([N:31]2[C:35]([CH2:36][NH2:37])=[CH:34][C:33]([CH:38]3[CH2:40][CH2:39]3)=[N:32]2)[CH:28]=[CH:29][CH:30]=1.C(N(C(C)C)C(C)C)C>C1COCC1>[Cl:24][C:25]1[CH:26]=[C:27]([N:31]2[C:35]([CH2:36][NH:37][C:15]([NH:14][C:4]3[CH:5]=[CH:6][C:7]([CH2:8][CH2:9][S:10]([CH3:13])(=[O:11])=[O:12])=[C:2]([F:1])[CH:3]=3)=[O:23])=[CH:34][C:33]([CH:38]3[CH2:39][CH2:40]3)=[N:32]2)[CH:28]=[CH:29][CH:30]=1. Procedure details: To a stirred solution of phenyl 3-fluoro-4-(2-(methylsulfonyl)ethyl)phenylcarbamate (90 mg, 0.267 mmol) and (1-(3-chlorophenyl)-3-cyclopropyl-1H-pyrazol-5-yl)methanamine (70 mg, 0.286 mmol) in THF (4 mL) was added N-ethyldiisopropylamine (0.087 mL, 0.507 mmol) and stirred for 1 h in a microwave (150° C., 7 bar). The reaction mixture was concentrated in vacuo and purified by CC (eluent: ethyl acetate/cyclohexane (2:1)) to give 1-[[2-(3-chlorophenyl)-5-cyclopropyl-2H-pyrazol-3-yl]-methyl]-3-[3-flu...